This data is from the Open Reaction Database (ORD), a public repository of structured organic reaction records. The task is: describe an organic reaction: reactants, conditions, products, and yield The reactants are BrCCSc1cccs1, O=C([O-])[O-], CN(C)C=O, CCOC(C)=O, CCOC(=O)C1(CCCn2c(=O)ccc3ccc(OC)cc32)CCNCC1, [K+], [K+], O. Product: CCOC(=O)C1(CCCn2c(=O)ccc3ccc(OC)cc32)CCN(CCSc2cccs2)CC1. RXN SMILES: [Br:39][CH2:40][CH2:41][S:42][c:43]1[s:44][cH:45][cH:46][cH:47]1.[C:33](=[O:34])([O-:35])[O-:36].[CH3:1][N:2]([CH3:3])[CH:4]=[O:5].[CH3:49][CH2:50][O:51][C:52](=[O:53])[CH3:54].[CH3:6][O:7][c:8]1[cH:9][cH:10][c:11]2[cH:12][cH:13][c:14](=[O:32])[n:15]([CH2:18][CH2:19][CH2:20][C:21]3([C:27](=[O:28])[O:29][CH2:30][CH3:31])[CH2:22][CH2:23][NH:24][CH2:25][CH2:26]3)[c:16]2[cH:17]1.[K+:37].[K+:38].[OH2:48]>>[CH3:6][O:7][c:8]1[cH:9][cH:10][c:11]2[cH:12][cH:13][c:14](=[O:32])[n:15]([CH2:18][CH2:19][CH2:20][C:21]3([C:27](=[O:28])[O:29][CH2:30][CH3:31])[CH2:22][CH2:23][N:24]([CH2:40][CH2:41][S:42][c:43]4[s:44][cH:45][cH:46][cH:47]4)[CH2:25][CH2:26]3)[c:16]2[cH:17]1. Reactants: [BH3-]C#N, Cc1cc(C2CC2)nc(N(N=CC(C)C)c2ccccc2)n1, CO, CC(=O)O, [Na+]. The product is Cc1cc(C2CC2)nc(N(NCC(C)C)c2ccccc2)n1. RXN SMILES: [C:23]([BH3-:24])#[N:25].[CH3:1][c:2]1[n:3][c:4]([N:11]([N:12]=[CH:13][CH:14]([CH3:15])[CH3:16])[c:17]2[cH:18][cH:19][cH:20][cH:21][cH:22]2)[n:5][c:6]([CH:8]2[CH2:9][CH2:10]2)[cH:7]1.[CH3:27][OH:28].[CH3:29][C:30](=[O:31])[OH:32].[Na+:26]>>[CH3:1][c:2]1[n:3][c:4]([N:11]([NH:12][CH2:13][CH:14]([CH3:15])[CH3:16])[c:17]2[cH:18][cH:19][cH:20][cH:21][cH:22]2)[n:5][c:6]([CH:8]2[CH2:9][CH2:10]2)[cH:7]1. Procedure details: To 2-[[(4-nitrophenyl)sulfanyl]methyl]pyridine (6.7 g) were added 85% ethanol solution (203 ml), and to this mixture was added calcium chloride (1.53 g) and reduced iron (7.68 g), and the mixture was heated to reflux for 16 hours. After allowing the mixture to be cooled to room temperature, ethanol was removed under reduced pressure, and the obtained residue was extracted with ethyl acetate. The organic layer was washed with saturated brine, and dried over magnesium sulfate. The solvent was remo... The product is N1=C(C=CC=C1)CSC1=CC=C(N)C=C1 (4-[(2-pyridinylmethyl)sulfanyl]aniline). The solvent is C(C)O (ethanol). Reactants: [Cl-].[Ca+2].[Cl-] (calcium chloride), reduced iron, [N+](=O)([O-])C1=CC=C(C=C1)SCC1=NC=CC=C1 (2-[[(4-nitrophenyl)sulfanyl]methyl]pyridine). As a reaction SMILES: [N+:1]([C:4]1[CH:9]=[CH:8][C:7]([S:10][CH2:11][C:12]2[CH:17]=[CH:16][CH:15]=[CH:14][N:13]=2)=[CH:6][CH:5]=1)([O-])=O.[Cl-].[Ca+2].[Cl-]>C(O)C>[N:13]1[CH:14]=[CH:15][CH:16]=[CH:17][C:12]=1[CH2:11][S:10][C:7]1[CH:8]=[CH:9][C:4]([NH2:1])=[CH:5][CH:6]=1 |f:1.2.3|. Yield: 66.3%. Reactants: OC[C@H]1N(CCC1)C1=NC=C(C(=N1)NCC1=CC(=C(C=C1)OC)Cl)C(C=C)=O ((S)-2-(2-hydroxymethyl-1-pyrrolidinyl)-4-(3-chloro-4-methoxybenzylamino)-5-(acryloyl)pyrimidine), CO (methanol). Reagents/catalysts: S(O)(O)(=O)=O (sulfuric acid). Product: OC[C@H]1N(CCC1)C1=NC=C(C(=N1)NCC1=CC(=C(C=C1)OC)Cl)C(=O)CCOC ((S)-2-(2-hydroxymethyl-1-pyrrolidinyl)-4-(3-chloro-4-methoxybenzylamino)-5-[(2-methoxyethyl)carbonyl]pyrimidine). Reaction SMILES: [OH:1][CH2:2][C@@H:3]1[CH2:7][CH2:6][CH2:5][N:4]1[C:8]1[N:13]=[C:12]([NH:14][CH2:15][C:16]2[CH:21]=[CH:20][C:19]([O:22][CH3:23])=[C:18]([Cl:24])[CH:17]=2)[C:11]([C:25](=[O:28])[CH:26]=[CH2:27])=[CH:10][N:9]=1.[CH3:29][OH:30]>S(=O)(=O)(O)O>[OH:1][CH2:2][C@@H:3]1[CH2:7][CH2:6][CH2:5][N:4]1[C:8]1[N:13]=[C:12]([NH:14][CH2:15][C:16]2[CH:21]=[CH:20][C:19]([O:22][CH3:23])=[C:18]([Cl:24])[CH:17]=2)[C:11]([C:25]([CH2:26][CH2:27][O:30][CH3:29])=[O:28])=[CH:10][N:9]=1. Procedure: A mixture of (S)-2-(2-hydroxymethyl-1-pyrrolidinyl)-4-(3-chloro-4-methoxybenzylamino)-5-(acryloyl)pyrimidine (31 mg), methanol (1 ml) and conc. sulfuric acid (one drop) is heated under reflux for 2 days. After the reaction is complete, the solvent is evaporated under reduced pressure, and the residue is separated by silica gel thin layer chromatography (solvent; chloroform:methanol=30:1) to give (S)-2-(2-hydroxymethyl-1-pyrrolidinyl)-4-(3-chloro-4-methoxybenzylamino)-5-[(2-methoxyethyl)carbonyl]...